Dataset: the Open Reaction Database (ORD), a public repository of structured organic reaction records. Task: describe an organic reaction: reactants, conditions, products, and yield Procedure details: The title compound was prepared following the same general protocol as described for Example A1, using ((2S,3R)-2-(aminomethyl)-3-methylpiperidin-1-yl)(5-methyl-2-(2H-1,2,3-triazol-2-yl)phenyl)methanone and 6-bromo-2-chloroquinazoline. ESI-MS (m/z): 520, 522 [M]+[M+2]+. The product is BrC=1C=C2C=NC(=NC2=CC1)NC[C@H]1N(CCC[C@H]1C)C(=O)C1=C(C=CC(=C1)C)N1N=CC=N1 (((2S,3R)-2-(((6-Bromoquinazolin-2-yl)amino)methyl)-3-methylpiperidin-1-yl)(5-methyl-2-(2H-1,2,3-triazol-2-yl)phenyl)methanone). Starting materials: NC[C@H]1N(CCC[C@H]1C)C(=O)C1=C(C=CC(=C1)C)N1N=CC=N1 (((2S,3R)-2-(aminomethyl)-3-methylpiperidin-1-yl)(5-methyl-2-(2H-1,2,3-triazol-2-yl)phenyl)methanone), BrC=1C=C2C=NC(=NC2=CC1)Cl (6-bromo-2-chloroquinazoline). Reaction SMILES: [NH2:1][CH2:2][C@@H:3]1[C@H:8]([CH3:9])[CH2:7][CH2:6][CH2:5][N:4]1[C:10]([C:12]1[CH:17]=[C:16]([CH3:18])[CH:15]=[CH:14][C:13]=1[N:19]1[N:23]=[CH:22][CH:21]=[N:20]1)=[O:11].[Br:24][C:25]1[CH:26]=[C:27]2[C:32](=[CH:33][CH:34]=1)[N:31]=[C:30](Cl)[N:29]=[CH:28]2>>[Br:24][C:25]1[CH:26]=[C:27]2[C:32](=[CH:33][CH:34]=1)[N:31]=[C:30]([NH:1][CH2:2][C@@H:3]1[C@H:8]([CH3:9])[CH2:7][CH2:6][CH2:5][N:4]1[C:10]([C:12]1[CH:17]=[C:16]([CH3:18])[CH:15]=[CH:14][C:13]=1[N:19]1[N:23]=[CH:22][CH:21]=[N:20]1)=[O:11])[N:29]=[CH:28]2. Starting materials: CO, CCOC(=O)Cc1nc(-c2ccc(Cl)cc2)oc1C, [K+], [OH-], O. Yields the product Cc1oc(-c2ccc(Cl)cc2)nc1CC(=O)O. RXN SMILES: [CH3:20][OH:21].[Cl:1][c:2]1[cH:3][cH:4][c:5](-[c:8]2[o:9][c:10]([CH3:19])[c:11]([CH2:13][C:14](=[O:15])[O:16][CH2:17][CH3:18])[n:12]2)[cH:6][cH:7]1.[K+:23].[OH-:22].[OH2:24]>>[Cl:1][c:2]1[cH:3][cH:4][c:5](-[c:8]2[o:9][c:10]([CH3:19])[c:11]([CH2:13][C:14](=[O:15])[OH:16])[n:12]2)[cH:6][cH:7]1.